From a dataset of the Open Reaction Database (ORD), a public repository of structured organic reaction records. describe an organic reaction: reactants, conditions, products, and yield Reactants: ClC1=CC=C(C=C1)N1CCNCC1 (1-(4-chlorophenyl)piperazine), ClCCC(COC1=CC=C(C=C1)F)O (4-chloro-1-(4-fluorophenoxy)-2-butanol), C([O-])([O-])=O.[Na+].[Na+] (sodium carbonate), [I-].[K+] (potassium iodide). Solvent: CC(C)O (2-propanol), C(CCC)O (1-butanol). Yields the product O.Cl.FC1=CC=C(OCC(CCN2CCN(CC2)C2=CC=C(C=C2)Cl)O)C=C1 (1-(4-Fluorophenoxy)-4-[4-(4-chlorophenyl)-1-piperazinyl]-2-butanol monohydrochloride monohydrate), Cl (hydrogen chloride). RXN SMILES: [Cl:1][C:2]1[CH:7]=[CH:6][C:5]([N:8]2[CH2:13][CH2:12][NH:11][CH2:10][CH2:9]2)=[CH:4][CH:3]=1.[Cl:14][CH2:15][CH2:16][CH:17]([OH:27])[CH2:18][O:19][C:20]1[CH:25]=[CH:24][C:23]([F:26])=[CH:22][CH:21]=1.C(=O)([O-])[O-].[Na+].[Na+].[I-].[K+]>CC(O)C.C(O)CCC>[OH2:19].[ClH:1].[F:26][C:23]1[CH:24]=[CH:25][C:20]([O:19][CH2:18][CH:17]([OH:27])[CH2:16][CH2:15][N:11]2[CH2:12][CH2:13][N:8]([C:5]3[CH:4]=[CH:3][C:2]([Cl:1])=[CH:7][CH:6]=3)[CH2:9][CH2:10]2)=[CH:21][CH:22]=1.[ClH:14] |f:2.3.4,5.6,9.10.11|. Procedure details: This compound was prepared according to the procedure of Example 97. A mixture of 3.2 g (0.016 mole) of 1-(4-chlorophenyl)piperazine, 3.6 g (0.016 mole) of 4-chloro-1-(4-fluorophenoxy)-2-butanol, 8.3 g (0.078 mole) of anhydrous sodium carbonate and 0.1 g of potassium iodide in a total volume of 200 ml of 1-butanol gave a golden oil as residue. The hydrochloride was formed in 2-propanol saturated with hydrogen chloride and the collected solid was recrystallized from methanol-water-ethyl ether to ...